This data is from the Open Reaction Database (ORD), a public repository of structured organic reaction records. The task is: describe an organic reaction: reactants, conditions, products, and yield Reactants: [Cl-].[Cl-].IC1=CC=CC=C1 (iodobenzene dichloride), Br.NC1=C(C=C(C=C1)C(CNC(C)(C)CC)O)C(F)(F)F (1-(4'-amino-3'-trifluoromethyl-phenyl)-2-tert.pentylamino-ethanol hydrobromide), N1=CC=CC=C1 (pyridine), [Cl-].[Cl-].IC1=CC=CC=C1 (iodobenzene dichloride). Run at temperature 0 celsius, time 2 hour. Product: Cl.NC1=C(C=C(C=C1C(F)(F)F)C(CNC(C)(C)CC)O)Cl (1-(4'-Amino-3'-chloro-5'-trifluoromethyl-phenyl)-2-tert.pentylamino-ethanol hydrochloride). Procedure details: 0.37 gm of 1-(4'-amino-3'-trifluoromethyl-phenyl)-2-tert.pentylamino-ethanol hydrobromide and 0.2 ml of pyridine were dissolved in 30 ml of tetrahydrofuran, and the solution was cooled to 0° C. 0.3 gm of iodobenzene dichloride was added, the mixture was held for 2 hours at 0° C., and 0.1 gm of iodobenzene dichloride was again added. After standing for 20 hours at about 4° C., the solution was evaporated, distributed between ethyl acetate and water, the aqueous phase was made alkaline with 2N amm... Reaction SMILES: Br.[NH2:2][C:3]1[CH:8]=[CH:7][C:6]([CH:9]([OH:17])[CH2:10][NH:11][C:12]([CH2:15][CH3:16])([CH3:14])[CH3:13])=[CH:5][C:4]=1[C:18]([F:21])([F:20])[F:19].N1C=CC=CC=1.[Cl-:28].[Cl-].IC1C=CC=CC=1>O1CCCC1>[ClH:28].[NH2:2][C:3]1[C:4]([C:18]([F:19])([F:20])[F:21])=[CH:5][C:6]([CH:9]([OH:17])[CH2:10][NH:11][C:12]([CH2:15][CH3:16])([CH3:13])[CH3:14])=[CH:7][C:8]=1[Cl:28] |f:0.1,3.4.5,7.8|. The solvent is O1CCCC1 (tetrahydrofuran). The reactants are N1=CC(=CC=C1)CCCO (3-(3-pyridyl)-propan-1-ol), Br (hydrobromic acid). Yields the product Br.N1=CC(=CC=C1)CCCBr (3-(3-pyridyl)propyl bromide hydrobromide). As a reaction SMILES: [N:1]1[CH:6]=[CH:5][CH:4]=[C:3]([CH2:7][CH2:8][CH2:9]O)[CH:2]=1.[BrH:11]>>[BrH:11].[N:1]1[CH:6]=[CH:5][CH:4]=[C:3]([CH2:7][CH2:8][CH2:9][Br:11])[CH:2]=1 |f:2.3|. Procedure details: A solution of 32.53 g (0.24 mole) of 3-(3-pyridyl)-propan-1-ol in 176 ml of 48% hydrobromic acid is refluxed for 24 h. The reaction mixture is evaporated and the residue is taken up in 500 ml isopropanol and subjected to evaporation again. The evaporation procedure is repeated one more time. The resulting product is then taken up in hot isopropanol and treated with charcoal and filtered. The filtrate is cooled slowly to give 3-(3-pyridyl)propyl bromide hydrobromide, m.p. 103°-105°. Reactants: COCCO, COCc1noc(C)c1B(O)O, [Na]. The product is COCCOCc1noc(C)c1B(O)O. RXN SMILES: [CH3:14][O:15][CH2:16][CH2:17][OH:18].[CH3:1][O:2][CH2:3][c:4]1[n:5][o:6][c:7]([CH3:12])[c:8]1[B:9]([OH:10])[OH:11].[Na:13]>>[CH2:1]([O:2][CH2:3][c:4]1[n:5][o:6][c:7]([CH3:12])[c:8]1[B:9]([OH:10])[OH:11])[CH2:16][O:15][CH3:14]. Reactants: C(#N)N=C1SCCN1[C@H]1[C@@H](C(OC2=C1C=C(C=C2)C#N)(CC)CC)O (trans-4-(2-cyanoiminothiazolidin-3-yl)-2,2-diethyl-3,4-dihydro-3-hydroxy-2H-1-benzopyran-6carbonitrile), C(C)(=O)OC(C)=O (acetic anhydride). The solvent is N1=CC=CC=C1 (pyridine), C(C)(=O)OCC (ethyl acetate). Conditions: time 8 hour. Yields the product C(C)(=O)O[C@@H]1C(OC2=C([C@H]1N1C(SCC1)=NC#N)C=C(C=C2)C#N)(CC)CC (trans-3-acetoxy-4-(2-cyanoiminothiazolidin-3-yl)-2,2-diethyl-3,4-dihydro-2H-1-benzopyran-6-carbonitrile). Reaction SMILES: [C:1]([N:3]=[C:4]1[N:8]([C@@H:9]2[C:14]3[CH:15]=[C:16]([C:19]#[N:20])[CH:17]=[CH:18][C:13]=3[O:12][C:11]([CH2:23][CH3:24])([CH2:21][CH3:22])[C@H:10]2[OH:25])[CH2:7][CH2:6][S:5]1)#[N:2].[C:26](OC(=O)C)(=[O:28])[CH3:27]>N1C=CC=CC=1.C(OCC)(=O)C>[C:26]([O:25][C@H:10]1[C@H:9]([N:8]2[CH2:7][CH2:6][S:5][C:4]2=[N:3][C:1]#[N:2])[C:14]2[CH:15]=[C:16]([C:19]#[N:20])[CH:17]=[CH:18][C:13]=2[O:12][C:11]1([CH2:23][CH3:24])[CH2:21][CH3:22])(=[O:28])[CH3:27]. Reported procedure: A mixture of trans-4-(2-cyanoiminothiazolidin-3-yl)-2,2-diethyl-3,4-dihydro-3-hydroxy-2H-1-benzopyran-6carbonitrile -(0.28 g) and acetic anhydride (0.15 ml) in pyridine (1.4 ml) was stirred overnight at ambient temperature. The reaction mixture was diluted with ethyl acetate, and then washed with 5% aqueous hydrochloric acid, saturated sodium bicarbonate solution and brine successively. The extract was dried over anhydrous magnesium sulfate and evaporated in vacuo to give a residue of trans-3-ac... Starting materials: NC1=CC(=C(C(=O)OC)C=C1)Cl (Methyl 4-amino-2-chloro-benzoate), C(=O)([O-])[O-].[Ca+2] (CaCO3), II (iodine). Solvent: CO (MeOH), C(Cl)Cl (CH2Cl2). Conditions: time 1.5 hour. The product is NC1=CC(=C(C(=O)OC)C=C1I)Cl (Methyl 4-amino-2-chloro-5-iodo-benzoate), NC1=C(C(=C(C(=O)OC)C=C1)Cl)I (methyl 4-amino-2-chloro-3-iodo-benzoate). As a reaction SMILES: [NH2:1][C:2]1[CH:11]=[CH:10][C:5]([C:6]([O:8][CH3:9])=[O:7])=[C:4]([Cl:12])[CH:3]=1.C([O-])([O-])=O.[Ca+2].[I:18]I>CO.C(Cl)Cl>[NH2:1][C:2]1[C:11]([I:18])=[CH:10][C:5]([C:6]([O:8][CH3:9])=[O:7])=[C:4]([Cl:12])[CH:3]=1.[NH2:1][C:2]1[CH:11]=[CH:10][C:5]([C:6]([O:8][CH3:9])=[O:7])=[C:4]([Cl:12])[C:3]=1[I:18] |f:1.2|. Reported procedure: To a suspension of compound 70m (1.18 g, 6.38 mmol) and CaCO3 (12.8 mmol, 1.28 g) in MeOH (13 mL) was added a solution of iodine monchloride (6.70 mmol, 1.09 g) in CH2Cl2 (6 mL) dropwise at room temperature. The resulting reaction mixture was stirred at room temperature for 1.5 h. The reaction mixture was concentrated and then partitioned between EtOAc and water. The organic layer was concentrated and purified by flash column chromatography (silica gel, 20-25% EtOAc/hexanes) to provide methyl 4-... Starting materials: CC(C)(C)NS(=O)(=O)c1cccc(-c2cccc(-c3nc(-c4ccc(C(F)(F)F)nc4)cc(C(F)F)n3)c2)c1, ClCCl, O=C(O)C(F)(F)F. Product: NS(=O)(=O)c1cccc(-c2cccc(-c3nc(-c4ccc(C(F)(F)F)nc4)cc(C(F)F)n3)c2)c1. Reaction SMILES: [C:1]([CH3:2])([CH3:3])([CH3:4])[NH:5][S:6](=[O:7])(=[O:8])[c:9]1[cH:10][c:11](-[c:15]2[cH:16][c:17](-[c:21]3[n:22][c:23](-[c:30]4[cH:31][n:32][c:33]([C:36]([F:37])([F:38])[F:39])[cH:34][cH:35]4)[cH:24][c:25]([CH:27]([F:28])[F:29])[n:26]3)[cH:18][cH:19][cH:20]2)[cH:12][cH:13][cH:14]1.[Cl:47][CH2:48][Cl:49].[F:40][C:41]([F:42])([F:43])[C:44]([OH:45])=[O:46]>>[NH2:5][S:6](=[O:7])(=[O:8])[c:9]1[cH:10][c:11](-[c:15]2[cH:16][c:17](-[c:21]3[n:22][c:23](-[c:30]4[cH:31][n:32][c:33]([C:36]([F:37])([F:38])[F:39])[cH:34][cH:35]4)[cH:24][c:25]([CH:27]([F:28])[F:29])[n:26]3)[cH:18][cH:19][cH:20]2)[cH:12][cH:13][cH:14]1. The reactants are COc1ccc(N)c(CCNC2CCN(Cc3ccccc3)CC2)c1, CN(C)C=O, O. Product: COc1ccc2c(c1)CCN(C1CCN(Cc3ccccc3)CC1)C(=O)N2. As a reaction SMILES: [NH2:1][c:2]1[c:3]([CH2:10][CH2:11][NH:12][CH:13]2[CH2:14][CH2:15][N:16]([CH2:19][c:20]3[cH:21][cH:22][cH:23][cH:24][cH:25]3)[CH2:17][CH2:18]2)[cH:4][c:5]([O:8][CH3:9])[cH:6][cH:7]1.[O:27]=[CH:28][N:29]([CH3:30])[CH3:31].[OH2:26]>>[NH:1]1[c:2]2[c:3]([cH:4][c:5]([O:8][CH3:9])[cH:6][cH:7]2)[CH2:10][CH2:11][N:12]([CH:13]2[CH2:14][CH2:15][N:16]([CH2:19][c:20]3[cH:21][cH:22][cH:23][cH:24][cH:25]3)[CH2:17][CH2:18]2)[C:28]1=[O:27]. The reactants are C(C1=CC=CC=C1)OC(=O)N[C@H](C(=O)N[C@@H]1[C@@H](C[C@@H](CC1)NC(OC(C)(C)C)=O)CS(=O)(=O)C(C)(C)C)CCSC (tert-Butyl (1R,3R,4S)-4-((S)-2-benzyloxycarbonylamino-4-(methylthio)butanamido)-3-(tert-butylsulfonylmethyl)cyclohexylcarbamate), C(=O)([O-])[O-].[Cs+].[Cs+] (Cs2CO3). The solvent is IC (iodomethane), C(Cl)Cl (CH2Cl2), CN(C)C=O (DMF). Reaction conditions: time 72 hour. Yields the product C(C1=CC=CC=C1)OC(=O)N[C@@H]1C(N(CC1)[C@@H]1[C@@H](C[C@@H](CC1)NC(OC(C)(C)C)=O)CS(=O)(=O)C(C)(C)C)=O (tert-butyl (1R,3R,4S)-4-((S)-3-benzyloxycarbonylamino-2-oxopyrrolidin-1-yl)-3-(tert-butylsulfonylmethyl)cyclohexylcarbamate). Yield: 96.3%. Reaction SMILES: [CH2:1]([O:8][C:9]([NH:11][C@@H:12]([CH2:38][CH2:39]SC)[C:13]([NH:15][C@H:16]1[CH2:21][CH2:20][C@@H:19]([NH:22][C:23](=[O:29])[O:24][C:25]([CH3:28])([CH3:27])[CH3:26])[CH2:18][C@H:17]1[CH2:30][S:31]([C:34]([CH3:37])([CH3:36])[CH3:35])(=[O:33])=[O:32])=[O:14])=[O:10])[C:2]1[CH:7]=[CH:6][CH:5]=[CH:4][CH:3]=1.C([O-])([O-])=O.[Cs+].[Cs+]>IC.C(Cl)Cl.CN(C=O)C>[CH2:1]([O:8][C:9]([NH:11][C@H:12]1[CH2:38][CH2:39][N:15]([C@H:16]2[CH2:21][CH2:20][C@@H:19]([NH:22][C:23](=[O:29])[O:24][C:25]([CH3:27])([CH3:26])[CH3:28])[CH2:18][C@H:17]2[CH2:30][S:31]([C:34]([CH3:37])([CH3:36])[CH3:35])(=[O:32])=[O:33])[C:13]1=[O:14])=[O:10])[C:2]1[CH:3]=[CH:4][CH:5]=[CH:6][CH:7]=1 |f:1.2.3|. Procedure details: tert-Butyl (1R,3R,4S)-4-((S)-2-benzyloxycarbonylamino-4-(methylthio)butanamido)-3-(tert-butylsulfonylmethyl)cyclohexylcarbamate (6.2 g) was dissolved in iodomethane (60 mL) and CH2Cl2 (15 mL). The resulting solution was stirred at rt for 72 h before being concentrated in vacuo. The residue was dissolved in methylene chloride, and the resulting solution was concentrated; this was repeated to afford the salt. This material was dissolved in DMF (60 mL) and the solution was charged with Cs2CO3 (13.2... Starting materials: FC1=C(OC2=CC=C(C=C2)C=2N=CNC2)C=CC(=C1)F (4-[4-(2,4-difluorophenoxy)phenyl]-1H-imidazole), [OH-].[K+] (KOH), CI (MeI), C(#N)C=1N(C=C(N1)C1=CC=C(C=C1)OC1=C(C=C(C=C1)F)F)C (2-Cyano-4-[4-(2,4-difluorophenoxy)phenyl]-1-methyl-1H-imidazole). Product: FC1=C(OC2=CC=C(C=C2)C=2N=CN(C2)C)C=CC(=C1)F (4-[4-(2,4-difluorophenoxy)phenyl]-1-methyl-1H-imidazole). RXN SMILES: C([C:3]1[N:4]([CH3:23])[CH:5]=[C:6]([C:8]2[CH:13]=[CH:12][C:11]([O:14][C:15]3[CH:20]=[CH:19][C:18]([F:21])=[CH:17][C:16]=3[F:22])=[CH:10][CH:9]=2)[N:7]=1)#N.FC1C=C(F)C=CC=1OC1C=CC(C2N=CNC=2)=CC=1.[OH-].[K+].CI>>[F:22][C:16]1[CH:17]=[C:18]([F:21])[CH:19]=[CH:20][C:15]=1[O:14][C:11]1[CH:10]=[CH:9][C:8]([C:6]2[N:7]=[CH:3][N:4]([CH3:23])[CH:5]=2)=[CH:13][CH:12]=1 |f:2.3|. Procedure: 2-Cyano-4-[4-(2,4-difluorophenoxy)phenyl]-1-methyl-1H-imidazole. A mixture of crude 4-[4-(2,4-difluorophenoxy)phenyl]-1H-imidazole (prepared from 4.14 g of 2-bromo-1-[4-(2,4-difluorophenoxy)phenyl]ethanone and 35 mL of formamide as described above), solid KOH (2.57 g) and MeI (1 mL) was heated at reflux overnight. After filtration, the reaction was concentrated to dryness and the residue was purified by flash chromatography, affording 4-[4-(2,4-difluorophenoxy)phenyl]-1-methyl-1H-imidazole as a ... The reactants are C(C)(C)(CC(C)(C)C)C1=CC=C(C=C1)O (4-t-octylphenol), C(C)(C)(C)O (T-butyl alcohol). Run in C(=O)(C(F)(F)F)O (TFA), O (water). Yields the product C(C)(C)(C)C1=C(C=CC(=C1)C(C)(C)CC(C)(C)C)O (2-t-butyl-4-t-octylphenol). The yield is 54.0%. Reaction SMILES: [C:1]([C:9]1[CH:14]=[CH:13][C:12]([OH:15])=[CH:11][CH:10]=1)([CH2:4][C:5]([CH3:8])([CH3:7])[CH3:6])([CH3:3])[CH3:2].[C:16](O)([CH3:19])([CH3:18])[CH3:17]>C(O)(C(F)(F)F)=O.O>[C:16]([C:13]1[CH:14]=[C:9]([C:1]([CH2:4][C:5]([CH3:8])([CH3:7])[CH3:6])([CH3:2])[CH3:3])[CH:10]=[CH:11][C:12]=1[OH:15])([CH3:19])([CH3:18])[CH3:17]. Procedure: 4-t-octylphenol (160 g, 0.78 mole) was dissolved in 400 ml anhydrous TFA. T-butyl alcohol (94.3 g, 1.27 mole) was added with stirring. The mixture was stoppered and stirred for 24 hours at ambient (~22° C.) temperature. This solution was diluted with 600 ml water, and the resulting upper organic layer was isolated in a separatory funnel. The crude product, 2-t-butyl-4-t-octylphenol, was dried over anhydrous magnesium sulfate and purified by eluting 35 g of the mixture with 70:30 hexanes:dichloro...